This data is from the Open Reaction Database (ORD), a public repository of structured organic reaction records. The task is: describe an organic reaction: reactants, conditions, products, and yield Reactants: O=C([O-])[O-], COc1cc(CO)cc(OC)c1OC, [K+], [K+], O=S(Cl)Cl, c1ccccc1. Product: COc1cc(CCl)cc(OC)c1OC. Reaction SMILES: [C:19](=[O:20])([O-:21])[O-:22].[CH3:1][O:2][c:3]1[cH:4][c:5]([CH2:6][OH:7])[cH:8][c:9]([O:13][CH3:14])[c:10]1[O:11][CH3:12].[K+:23].[K+:24].[S:15]([Cl:16])([Cl:17])=[O:18].[cH:25]1[cH:26][cH:27][cH:28][cH:29][cH:30]1>>[CH3:1][O:2][c:3]1[cH:4][c:5]([CH2:6][Cl:17])[cH:8][c:9]([O:13][CH3:14])[c:10]1[O:11][CH3:12]. Starting materials: CCO, ClCCl, [Na+], C1CCOC1, [OH-], CC(C)(O)c1ccc(C(=CC2CCCC2)c2cc3cccnc3n2S(=O)(=O)c2ccccc2)cc1. Product: CC(C)(O)c1ccc(C(=CC2CCCC2)c2cc3cccnc3[nH]2)cc1. As a reaction SMILES: [CH3:38][CH2:39][OH:40].[Cl:46][CH2:47][Cl:48].[Na+:37].[O:41]1[CH2:42][CH2:43][CH2:44][CH2:45]1.[OH-:36].[c:1]1([S:2](=[O:3])(=[O:4])[n:10]2[c:11]([C:19](=[CH:20][CH:21]3[CH2:22][CH2:23][CH2:24][CH2:25]3)[c:26]3[cH:27][cH:28][c:29]([C:32]([CH3:33])([CH3:34])[OH:35])[cH:30][cH:31]3)[cH:12][c:13]3[c:14]2[n:15][cH:16][cH:17][cH:18]3)[cH:5][cH:6][cH:7][cH:8][cH:9]1>>[nH:10]1[c:11]([C:19](=[CH:20][CH:21]2[CH2:22][CH2:23][CH2:24][CH2:25]2)[c:26]2[cH:27][cH:28][c:29]([C:32]([CH3:33])([CH3:34])[OH:35])[cH:30][cH:31]2)[cH:12][c:13]2[c:14]1[n:15][cH:16][cH:17][cH:18]2.